This data is from the Open Reaction Database (ORD), a public repository of structured organic reaction records. The task is: describe an organic reaction: reactants, conditions, products, and yield Starting materials: OCC1=NNC=C1 (3-hydroxymethylpyrazole), S(=O)(Br)Br (thionyl bromide), C(CN)N (ethylenediamine), BrCC1=NNC=C1 (3-bromomethylpyrazole). The product is N1N=C(C=C1)CNCCN (N-(3-pyrazolylmethyl)ethylenediamine). As a reaction SMILES: Br[CH2:2][C:3]1[CH:7]=[CH:6][NH:5][N:4]=1.OCC1C=CNN=1.S(Br)(Br)=O.[CH2:19]([NH2:22])[CH2:20][NH2:21]>>[NH:5]1[CH:6]=[CH:7][C:3]([CH2:2][NH:21][CH2:20][CH2:19][NH2:22])=[N:4]1. Procedure: Reaction of 3-bromomethylpyrazole, prepared by treatment of 3-hydroxymethylpyrazole with thionyl bromide, with ethylenediamine by the procedure of Example 34 gives N-(3-pyrazolylmethyl)ethylenediamine. Run in C1CCOC1 (THF). Procedure details: 5-({[(4-Methoxy-2,6-dimethylphenyl)sulfonyl](methyl)amino}methyl)furan-3-carboxylic acid (74 mg, 0.21 mmol) is dissolved in THF (4 mL) and CDI (68 mg, 0.42 mmol) added. The resulting solution was stirred for 90 min prior to the addition of 1-(1-methylpiperidin-4-yl)piperazine (77 mg, 0.42 mmol). The reaction was stirred at ambient temperature for 18 h, concentrated in vacuo and a portion of the resulting crude product purified using prep method B to afford the title compound. Reactants: C1=CN(C=N1)C(=O)N2C=CN=C2 (CDI), COC1=CC(=C(C(=C1)C)S(=O)(=O)N(C)CC1=CC(=CO1)C(=O)O)C (5-({[(4-Methoxy-2,6-dimethylphenyl)sulfonyl](methyl)amino}methyl)furan-3-carboxylic acid), CN1CCC(CC1)N1CCNCC1 (1-(1-methylpiperidin-4-yl)piperazine). Conditions: time 90 minute. As a reaction SMILES: [CH3:1][O:2][C:3]1[CH:8]=[C:7]([CH3:9])[C:6]([S:10]([N:13]([CH2:15][C:16]2[O:20][CH:19]=[C:18]([C:21](O)=[O:22])[CH:17]=2)[CH3:14])(=[O:12])=[O:11])=[C:5]([CH3:24])[CH:4]=1.C1N=CN(C(N2C=NC=C2)=O)C=1.[CH3:37][N:38]1[CH2:43][CH2:42][CH:41]([N:44]2[CH2:49][CH2:48][NH:47][CH2:46][CH2:45]2)[CH2:40][CH2:39]1>C1COCC1>[CH3:1][O:2][C:3]1[CH:4]=[C:5]([CH3:24])[C:6]([S:10]([N:13]([CH3:14])[CH2:15][C:16]2[O:20][CH:19]=[C:18]([C:21]([N:47]3[CH2:46][CH2:45][N:44]([CH:41]4[CH2:42][CH2:43][N:38]([CH3:37])[CH2:39][CH2:40]4)[CH2:49][CH2:48]3)=[O:22])[CH:17]=2)(=[O:11])=[O:12])=[C:7]([CH3:9])[CH:8]=1. Yields the product COC1=CC(=C(C(=C1)C)S(=O)(=O)N(CC=1OC=C(C1)C(=O)N1CCN(CC1)C1CCN(CC1)C)C)C (4-Methoxy-N,2,6-trimethyl-N-[(4-{[4-(1-methylpiperidin-4-yl)piperazin-1-yl]carbonyl}furan-2-yl)methyl]benzenesulfonamide). Reactants: COC[C@H](C1=CC=CC=C1)NC(=O)NC1=CC2=C(C=N1)C(=NN2)OC ((S)-1-(2-methoxy-1-phenylethyl)-3-(3-methoxy-1H-pyrazolo[4,3-c]pyridin-6-yl)urea), C1CC(=O)N(C1=O)Br (NBS), O (Water). The solvent is CN(C)C=O (DMF). The product is BrC=1C2=C(C=NC1NC(=O)N[C@H](COC)C1=CC=CC=C1)C(=NN2)OC ((S)-1-(7-bromo-3-methoxy-1H-pyrazolo[4,3-c]pyridin-6-yl)-3-(2-methoxy-1-phenylethyl)urea). RXN SMILES: [CH3:1][O:2][CH2:3][C@@H:4]([NH:11][C:12]([NH:14][C:15]1[N:20]=[CH:19][C:18]2[C:21]([O:24][CH3:25])=[N:22][NH:23][C:17]=2[CH:16]=1)=[O:13])[C:5]1[CH:10]=[CH:9][CH:8]=[CH:7][CH:6]=1.C1C(=O)N([Br:33])C(=O)C1.O>CN(C=O)C>[Br:33][C:16]1[C:17]2[NH:23][N:22]=[C:21]([O:24][CH3:25])[C:18]=2[CH:19]=[N:20][C:15]=1[NH:14][C:12]([NH:11][C@@H:4]([C:5]1[CH:10]=[CH:9][CH:8]=[CH:7][CH:6]=1)[CH2:3][O:2][CH3:1])=[O:13]. Procedure details: (S)-1-(2-Methoxy-1-phenylethyl)-3-(3-methoxy-1H-pyrazolo[4,3-c]pyridin-6-yl)urea (Example 41, 53 mg, 0.155 mmol) and NBS (35.5 mg, 0.199 mmol) were stirred in DMF (1 mL) at room temperature for 6 hours. Water was added and the products extracted into EtOAc (×2). The combined organic extracts were washed with brine, dried over Na2SO4, filtered and concentrated in vacuo. Purification of the residue by MPLC (12-100% EtOAc-hexanes) gave (S)-1-(7-bromo-3-methoxy-1H-pyrazolo[4,3-c]pyridin-6-yl)-3-(2-m... Reactants: O=C([O-])[O-], CNC(C)C, CCO, Cl, [K+], [K+], Nc1nc(CCl)cs1. Yields the product CC(C)N(C)Cc1csc(N)n1. RXN SMILES: [C:15](=[O:16])([O-:17])[O-:18].[CH3:1][NH:2][CH:3]([CH3:4])[CH3:5].[CH3:21][CH2:22][OH:23].[ClH:6].[K+:19].[K+:20].[NH2:7][c:8]1[s:9][cH:10][c:11]([CH2:13][Cl:14])[n:12]1>>[CH3:1][N:2]([CH:3]([CH3:4])[CH3:5])[CH2:13][c:11]1[cH:10][s:9][c:8]([NH2:7])[n:12]1. The reactants are BrC1=CC=C2CCN(CC2=C1)C(C(F)(F)F)=O (7-bromo-2-trifluoroacetyl-1,2,3,4-tetrahydroisoquinoline), C1(=C(C=CC=C1)P(C1=C(C=CC=C1)C)C1=C(C=CC=C1)C)C (tri-o-tolylphosphine), C(C=C)(=O)OCC (ethyl acrylate), C(CCC)N(CCCC)CCCC (tributylamine). Reagents/catalysts: C(C)(=O)[O-].[Pd+2].C(C)(=O)[O-] (palladium (II) acetate). Run in CN(C=O)C (dimethylformamide). Conditions: time 8 hour. Yields the product C(C)OC(C=CC1=CC=C2CCN(CC2=C1)C(C(F)(F)F)=O)=O (3-(2-Trifluoroacetyl-1,2,3,4-tetrahydroisoquinolin-7-yl)-acrylic acid ethyl ester). As a reaction SMILES: Br[C:2]1[CH:11]=[C:10]2[C:5]([CH2:6][CH2:7][N:8]([C:12](=[O:17])[C:13]([F:16])([F:15])[F:14])[CH2:9]2)=[CH:4][CH:3]=1.C1(C)C=CC=CC=1P(C1C=CC=CC=1C)C1C=CC=CC=1C.[C:40]([O:44][CH2:45][CH3:46])(=[O:43])[CH:41]=[CH2:42].C(N(CCCC)CCCC)CCC>CN(C)C=O.C([O-])(=O)C.[Pd+2].C([O-])(=O)C>[CH2:45]([O:44][C:40](=[O:43])[CH:41]=[CH:42][C:2]1[CH:11]=[C:10]2[C:5]([CH2:6][CH2:7][N:8]([C:12](=[O:17])[C:13]([F:16])([F:15])[F:14])[CH2:9]2)=[CH:4][CH:3]=1)[CH3:46] |f:5.6.7|. Reported procedure: A solution of 7-bromo-2-trifluoroacetyl-1,2,3,4-tetrahydroisoquinoline (2.6 g, Reference Example 7), tri-o-tolylphosphine (0.37 g), palladium (II) acetate, ethyl acrylate (1.6 mL) and tributylamine (8.01 mL) in dry dimethylformamide (25 mL), under argon, was heated at 155° C. for 3 hours then stood at room temperature overnight. The reaction mixture was evaporated and the resulting black oil was partitioned between ethyl acetate (200 mL) and hydrochloric acid (200 mL, 2M). The organic phase was ...